describe an organic reaction: reactants, conditions, products, and yield From a dataset of the Open Reaction Database (ORD), a public repository of structured organic reaction records. The reactants are ClCCl, C[Cu]C, [Li]C, COc1ccc2c(c1)C13CCN(C)C(C2)C1C=CC(=O)C3, ClC(Cl)Cl, I[Cu]I, [Li]. The product is COc1ccc2c(c1)C13CCN(C)C(C2)C1C(C)CC(=O)C3. Reaction SMILES: [CH2:32]([Cl:33])[Cl:34].[CH3:1][Cu:2][CH3:3].[CH3:5][Li:6].[CH3:7][O:8][c:9]1[cH:10][cH:11][c:12]2[c:21]([cH:22]1)[C:20]13[CH:15]([CH:14]([CH2:13]2)[N:25]([CH3:26])[CH2:24][CH2:23]1)[CH:16]=[CH:17][C:18](=[O:27])[CH2:19]3.[CH:28]([Cl:29])([Cl:30])[Cl:31].[Cu:35]([I:36])[I:37].[Li:4]>>[CH3:7][O:8][c:9]1[cH:10][cH:11][c:12]2[c:21]([cH:22]1)[C:20]13[CH:15]([CH:14]([CH2:13]2)[N:25]([CH3:26])[CH2:24][CH2:23]1)[CH:16]([CH3:28])[CH2:17][C:18](=[O:27])[CH2:19]3. The reactants are CN(C)C=O, O=C1CCC(=O)N1Cl, O=C(O)Cc1cc(O)no1. Product: O=C(O)Cc1onc(O)c1Cl. Reaction SMILES: [CH3:19][N:20]([CH3:21])[CH:22]=[O:23].[Cl:11][N:12]1[C:13](=[O:14])[CH2:15][CH2:16][C:17]1=[O:18].[OH:1][c:2]1[n:3][o:4][c:5]([CH2:7][C:8](=[O:9])[OH:10])[cH:6]1>>[OH:1][c:2]1[n:3][o:4][c:5]([CH2:7][C:8](=[O:9])[OH:10])[c:6]1[Cl:11].